Dataset: the Open Reaction Database (ORD), a public repository of structured organic reaction records. Task: describe an organic reaction: reactants, conditions, products, and yield The reactants are CC1=C(C=CC(=C1)N(CC)CC)C(=O)C1=C(C(=O)O)C=CC=C1 (2-(2-methyl-4-diethylaminophenyl)carbonylbenzoic acid), Formula II, N1=CC=CC=C1 (pyridine), S(=O)(Cl)Cl (thionyl chloride), CO (methyl alcohol). The solvent is C(CCl)Cl (ethylene dichloride). Yields the product COC1(OC(=O)C2=CC=CC=C12)C1=C(C=C(C=C1)N(CC)CC)C (3-methoxy-3-(2-methyl-4-diethylaminophenyl)phthalide). As a reaction SMILES: [CH3:1][C:2]1[CH:7]=[C:6]([N:8]([CH2:11][CH3:12])[CH2:9][CH3:10])[CH:5]=[CH:4][C:3]=1[C:13]([C:15]1[CH:23]=[CH:22][CH:21]=[CH:20][C:16]=1[C:17]([OH:19])=[O:18])=[O:14].S(Cl)(Cl)=O.CO.N1C=CC=C[CH:31]=1>C(Cl)CCl>[CH3:31][O:14][C:13]1([C:3]2[CH:4]=[CH:5][C:6]([N:8]([CH2:11][CH3:12])[CH2:9][CH3:10])=[CH:7][C:2]=2[CH3:1])[C:15]2[C:16](=[CH:20][CH:21]=[CH:22][CH:23]=2)[C:17](=[O:19])[O:18]1. Procedure details: Proceeding in a manner similar to that described in Example 1 above, 5.2 g of 2-(2-methyl-4-diethylaminophenyl)carbonylbenzoic acid, 1.2 ml of thionyl chloride and 5.0 ml of methyl alcohol were interacted in 30.0 ml of ethylene dichloride in the presence of 1.3 ml of pyridine to obtain 2.5 g of 3-methoxy-3-(2-methyl-4-diethylaminophenyl)phthalide (Formula II: R0 =R=R1 =R2 =H; R4 =R4' =C2H5 ; R5 =Y=CH3 ; X=O), a yellow-colored oil. A significant infrared maximum appeared at 1770 cm-1 (C=O;s). The...